Dataset: the Open Reaction Database (ORD), a public repository of structured organic reaction records. Task: describe an organic reaction: reactants, conditions, products, and yield The reactants are CCO, CC(=O)[O-], Cl, NO, [Na+], CC(=O)C(C)Oc1ccccc1, O. Product: CC(=NO)C(C)Oc1ccccc1. Reaction SMILES: [CH3:13][CH2:14][OH:15].[CH3:20][C:21](=[O:22])[O-:23].[ClH:16].[NH2:17][OH:18].[Na+:19].[O:1]([c:2]1[cH:3][cH:4][cH:5][cH:6][cH:7]1)[CH:8]([C:9]([CH3:10])=[O:11])[CH3:12].[OH2:24]>>[O:1]([c:2]1[cH:3][cH:4][cH:5][cH:6][cH:7]1)[CH:8]([C:9]([CH3:10])=[N:17][OH:18])[CH3:12]. Starting materials: CN(C)C=O, CS(C)=O, OCC1OC(OC2C(CO)OC(Br)C(O)C2O)C(O)C(O)C1O, [Cl-], [N-]=[N+]=[N-], [Na+], O=C(O)C=Cc1ccc(O)c(O)c1, O=S(Cl)Cl. Product: [N-]=[N+]=NC1OC(CO)C(OC2OC(CO)C(O)C(O)C2O)C(O)C1O. As a reaction SMILES: [CH3:46][N:47]([CH3:48])[CH:49]=[O:50].[CH3:51][S:52]([CH3:53])=[O:54].[CH:19]1([O:30][CH:31]2[CH:32]([OH:41])[CH:33]([OH:40])[CH:34]([Br:39])[O:35][CH:36]2[CH2:37][OH:38])[CH:20]([OH:21])[CH:22]([OH:23])[CH:24]([OH:25])[CH:26]([CH2:28][OH:29])[O:27]1.[Cl-:1].[N-:43]=[N+:44]=[N-:45].[Na+:42].[OH:2][c:3]1[cH:4][c:5]([CH:10]=[CH:11][C:12]([OH:13])=[O:14])[cH:6][cH:7][c:8]1[OH:9].[S:15]([Cl:16])([Cl:17])=[O:18]>>[CH:19]1([O:30][CH:31]2[CH:32]([OH:41])[CH:33]([OH:40])[CH:34]([N:43]=[N+:44]=[N-:45])[O:35][CH:36]2[CH2:37][OH:38])[CH:20]([OH:21])[CH:22]([OH:23])[CH:24]([OH:25])[CH:26]([CH2:28][OH:29])[O:27]1. The reactants are CO, Fc1ccc(-c2c(-c3cccc(Cl)n3)nn3ccccc23)cc1, [H-], [Na+], CN(C)C=O. The product is COc1cccc(-c2nn3ccccc3c2-c2ccc(F)cc2)n1. Reaction SMILES: [CH3:31][OH:32].[Cl:3][c:4]1[cH:5][cH:6][cH:7][c:8](-[c:10]2[n:11][n:12]3[c:13]([cH:14][cH:15][cH:16][cH:17]3)[c:18]2-[c:19]2[cH:20][cH:21][c:22]([F:25])[cH:23][cH:24]2)[n:9]1.[H-:1].[Na+:2].[O:26]=[CH:27][N:28]([CH3:29])[CH3:30]>>[c:4]1([O:26][CH3:27])[cH:5][cH:6][cH:7][c:8](-[c:10]2[n:11][n:12]3[c:13]([cH:14][cH:15][cH:16][cH:17]3)[c:18]2-[c:19]2[cH:20][cH:21][c:22]([F:25])[cH:23][cH:24]2)[n:9]1.